From a dataset of the Open Reaction Database (ORD), a public repository of structured organic reaction records. describe an organic reaction: reactants, conditions, products, and yield Starting materials: C(C1=CC=CC=C1)Br (benzyl bromide), C([O-])([O-])=O.[K+].[K+] (potassium carbonate), NC=1C=CC2=C(C=C(S2)C(=O)OCC)C1 (Ethyl 5-aminobenzothiophene -2-carboxylate). Run in O (water), C([O-])(O)=O.[Na+] (sodium bicarbonate), CN(C)C=O (DMF). Conditions: time 8 hour. The product is C(C)OC(=O)C1=CC2=C(S1)C=CC(=C2)N(CC2=CC=CC=C2)CC2=CC=CC=C2 (5-Dibenzylamino-benzo[b]thiophene-2-carboxylic acid ethyl ester). RXN SMILES: [NH2:1][C:2]1[CH:3]=[CH:4][C:5]2[S:9][C:8]([C:10]([O:12][CH2:13][CH3:14])=[O:11])=[CH:7][C:6]=2[CH:15]=1.[CH2:16](Br)[C:17]1[CH:22]=[CH:21][CH:20]=[CH:19][CH:18]=1.C(=O)([O-])[O-].[K+].[K+]>CN(C=O)C.O.C(=O)(O)[O-].[Na+]>[CH2:13]([O:12][C:10]([C:8]1[S:9][C:5]2[CH:4]=[CH:3][C:2]([N:1]([CH2:7][C:6]3[CH:15]=[CH:2][CH:3]=[CH:4][CH:5]=3)[CH2:16][C:17]3[CH:22]=[CH:21][CH:20]=[CH:19][CH:18]=3)=[CH:15][C:6]=2[CH:7]=1)=[O:11])[CH3:14] |f:2.3.4,7.8|. Reported procedure: Ethyl 5-aminobenzothiophene -2-carboxylate (74 mg, 0.344 mmol) was dissolved in 1 mL of anhydrous DMF and reacted with benzyl bromide (100 μL, 0.84 mmol) in the presence of potassium carbonate (97 mg, 0.70 mmol) at 80° C. under a nitrogen atmosphere for 16 h. The reaction mixture was diluted with water and sat. sodium bicarbonate and extracted with ethyl acetate. The organic phase was dried over sodium sulfate. The solvent was removed under reduced pressure and the crude left under high vacuum o... Starting materials: O=C(O)c1cc(Br)nn1-c1ncccc1Cl, CS(=O)(=O)Cl, CC#N, Cl, CNC(=O)c1cc(C#N)cc(C)c1N, O. The product is CNC(=O)c1cc(C#N)cc(C)c1NC(=O)c1cc(Br)nn1-c1ncccc1Cl. Reaction SMILES: [Br:1][c:2]1[n:3][n:4](-[c:10]2[n:11][cH:12][cH:13][cH:14][c:15]2[Cl:16])[c:5]([C:7](=[O:8])[OH:9])[cH:6]1.[CH3:31][S:32](=[O:33])(=[O:34])[Cl:35].[CH3:37][C:38]#[N:39].[ClH:36].[NH2:17][c:18]1[c:19]([C:20](=[O:21])[NH:22][CH3:23])[cH:24][c:25]([C:29]#[N:30])[cH:26][c:27]1[CH3:28].[OH2:40]>>[Br:1][c:2]1[n:3][n:4](-[c:10]2[n:11][cH:12][cH:13][cH:14][c:15]2[Cl:16])[c:5]([C:7](=[O:9])[NH:17][c:18]2[c:19]([C:20](=[O:21])[NH:22][CH3:23])[cH:24][c:25]([C:29]#[N:30])[cH:26][c:27]2[CH3:28])[cH:6]1. Starting materials: C(C)(C)(C)OC(=O)N1[C@H](C[C@H](C1)O[Si](C)(C)C(C)(C)C)C(NC1=C(C=C(C=C1)C1=C(C=CC=C1)SC)F)=O ((2R,4R)-4-(tert-Butyl-dimethyl-silanyloxy)-2-(3-fluoro-2′-methylsulfanyl-biphenyl-4-ylcarbamoyl)-pyrrolidine-1-carboxylic acid tert-butyl ester), aqueous solution, [O-]S(=O)(=S)[O-].[Na+].[Na+] (Na2S2O3), ClC=1C=C(C(=O)OO)C=CC1 (m-chloroperoxybenzoic acid). Run in CCOC(=O)C (EtOAc). Conditions: time 3 hour. Yields the product C(C)(C)(C)OC(=O)N1[C@H](C[C@H](C1)O[Si](C)(C)C(C)(C)C)C(NC1=C(C=C(C=C1)C1=C(C=CC=C1)S(=O)(=O)C)F)=O ((2R,4R)-4-(tert-Butyl-dimethyl-silanyloxy)-2-(3-fluoro-2′-methanesulfonyl-biphenyl-4-ylcarbamoyl)-pyrrolidine-1-carboxylic acid tert-butyl ester). RXN SMILES: [C:1]([O:5][C:6]([N:8]1[CH2:12][C@H:11]([O:13][Si:14]([C:17]([CH3:20])([CH3:19])[CH3:18])([CH3:16])[CH3:15])[CH2:10][C@@H:9]1[C:21](=[O:38])[NH:22][C:23]1[CH:28]=[CH:27][C:26]([C:29]2[CH:34]=[CH:33][CH:32]=[CH:31][C:30]=2SC)=[CH:25][C:24]=1[F:37])=[O:7])([CH3:4])([CH3:3])[CH3:2].Cl[C:40]1C=C(C=CC=1)C(OO)=O.[O-:50][S:51]([O-:54])(=S)=O.[Na+].[Na+]>CCOC(C)=O>[C:1]([O:5][C:6]([N:8]1[CH2:12][C@H:11]([O:13][Si:14]([C:17]([CH3:20])([CH3:19])[CH3:18])([CH3:16])[CH3:15])[CH2:10][C@@H:9]1[C:21](=[O:38])[NH:22][C:23]1[CH:28]=[CH:27][C:26]([C:29]2[CH:34]=[CH:33][CH:32]=[CH:31][C:30]=2[S:51]([CH3:40])(=[O:54])=[O:50])=[CH:25][C:24]=1[F:37])=[O:7])([CH3:2])([CH3:3])[CH3:4] |f:2.3.4|. Procedure: (2R,4R)-4-(tert-Butyl-dimethyl-silanyloxy)-2-(3-fluoro-2′-methylsulfanyl-biphenyl-4-ylcarbamoyl)-pyrrolidine-1-carboxylic acid tert-butyl ester (0.84 g, 1.35 mmol) was dissolved in 20 mL EtOAc, added added m-chloroperoxybenzoic acid (1.6 g, 5.4 mmol) in one portion and stirred at ambient temperature for 3 hours. A 10% aqueous solution (50 mL) of Na2S2O3 was added to the vigorously stirring reaction in order to quench peroxide. After 20 minutes the solution was diluted with 100 mL EtOAc, separate... Solvent: O (water). Conditions: time 90 minute. Reported procedure: A mixture of 21 g of the product of Step A, 80 ml of acetone and 27 ml of 2 N hydrochloric acid was stirred at room temperature for 90 minutes and 55 ml of water were added thereto with stirring. The acetone was evaporated under reduced pressure and 140 ml of ethyl acetate were added with stirring. The decanted aqueous phase was extracted with ethyl acetate and the combined organic phases were washed with half saturated aqueous sodium chloride solution, was dried and vacuum filtered to obtain th... Product: CC=1CS[C@H]2N(C1C(=O)O)C(C2NC(C(=NO)C=2N=C(SC2)NC(C2=CC=CC=C2)(C2=CC=CC=C2)C2=CC=CC=C2)=O)=O (3-methyl-7-[2-(2-tritylamino-4-thiazolyl)-2-hydroxyiminoacetamido]-ceph-3-eme-4-carboxylic acid). As a reaction SMILES: [CH3:1][C:2]1[CH2:3][S:4][C@@H:5]2[CH:12]([NH:13][C:14](=[O:48])[C:15]([C:23]3[N:24]=[C:25]([NH:28][C:29]([C:42]4[CH:47]=[CH:46][CH:45]=[CH:44][CH:43]=4)([C:36]4[CH:41]=[CH:40][CH:39]=[CH:38][CH:37]=4)[C:30]4[CH:35]=[CH:34][CH:33]=[CH:32][CH:31]=4)[S:26][CH:27]=3)=[N:16][O:17]C(C)(OC)C)[C:11](=[O:49])[N:6]2[C:7]=1[C:8]([OH:10])=[O:9].C(NCC)C.CC(C)=O.Cl>O>[CH3:1][C:2]1[CH2:3][S:4][C@@H:5]2[CH:12]([NH:13][C:14](=[O:48])[C:15]([C:23]3[N:24]=[C:25]([NH:28][C:29]([C:30]4[CH:35]=[CH:34][CH:33]=[CH:32][CH:31]=4)([C:36]4[CH:37]=[CH:38][CH:39]=[CH:40][CH:41]=4)[C:42]4[CH:47]=[CH:46][CH:45]=[CH:44][CH:43]=4)[S:26][CH:27]=3)=[N:16][OH:17])[C:11](=[O:49])[N:6]2[C:7]=1[C:8]([OH:10])=[O:9] |f:0.1|. Starting materials: CC=1CS[C@H]2N(C1C(=O)O)C(C2NC(C(=NOC(C)(OC)C)C=2N=C(SC2)NC(C2=CC=CC=C2)(C2=CC=CC=C2)C2=CC=CC=C2)=O)=O.C(C)NCC (diethylamine 3-methyl-7-[2-(2-tritylamino-4-thiazolyl)-2-(1-methyl-1-methoxy-ethoxyimino)-acetamido]-ceph-3-eme-4-carboxylate), CC(=O)C (acetone), Cl (hydrochloric acid). The reactants are CC(=O)O[BH-](OC(C)=O)OC(C)=O, Cc1n[nH]cc1C=O, CC#N, ClCCl, Cl, Cl, Cl, [Na+], [Na+], C1CCOC1, [OH-], c1ccc(-c2nccnc2N2CCNCC2)cc1. Product: Cl, Cc1n[nH]cc1CN1CCN(c2nccnc2-c2ccccc2)CC1. Reaction SMILES: [C:29]([O:30][BH-:31]([O:32][C:33](=[O:34])[CH3:35])[O:36][C:37](=[O:38])[CH3:39])(=[O:40])[CH3:41].[CH3:21][c:22]1[n:23][nH:24][cH:25][c:26]1[CH:27]=[O:28].[CH3:51][C:52]#[N:53].[Cl:54][CH2:55][Cl:56].[ClH:1].[ClH:2].[ClH:45].[Na+:42].[Na+:44].[O:46]1[CH2:47][CH2:48][CH2:49][CH2:50]1.[OH-:43].[c:3]1(-[c:9]2[c:10]([N:15]3[CH2:16][CH2:17][NH:18][CH2:19][CH2:20]3)[n:11][cH:12][cH:13][n:14]2)[cH:4][cH:5][cH:6][cH:7][cH:8]1>>[ClH:1].[c:3]1(-[c:9]2[c:10]([N:15]3[CH2:16][CH2:17][N:18]([CH2:27][c:26]4[c:22]([CH3:21])[n:23][nH:24][cH:25]4)[CH2:19][CH2:20]3)[n:11][cH:12][cH:13][n:14]2)[cH:4][cH:5][cH:6][cH:7][cH:8]1.